Task: describe an organic reaction: reactants, conditions, products, and yield. Dataset: the Open Reaction Database (ORD), a public repository of structured organic reaction records Reactants: CC1CCC(C(C)C)C(C(=O)Cl)C1, ClC(Cl)Cl, OCCNCCO. Yields the product CC1CCC(C(C)C)C(C(=O)N(CCO)CCO)C1. Reaction SMILES: [CH:1]1([CH3:13])[CH2:2][CH:3]([C:10](=[O:11])[Cl:12])[CH:4]([CH:7]([CH3:8])[CH3:9])[CH2:5][CH2:6]1.[CH:21]([Cl:22])([Cl:23])[Cl:24].[OH:14][CH2:15][CH2:16][NH:17][CH2:18][CH2:19][OH:20]>>[CH:1]1([CH3:13])[CH2:2][CH:3]([C:10](=[O:11])[N:17]([CH2:16][CH2:15][OH:14])[CH2:18][CH2:19][OH:20])[CH:4]([CH:7]([CH3:8])[CH3:9])[CH2:5][CH2:6]1. Starting materials: COc1cc(Br)ccc1Cl, CC1CNC(C)CN1. Product: COc1cc(N2CC(C)NCC2C)ccc1Cl. As a reaction SMILES: [Br:9][c:10]1[cH:11][cH:12][c:13]([Cl:18])[c:14]([O:16][CH3:17])[cH:15]1.[CH3:1][CH:2]1[NH:3][CH2:4][CH:5]([CH3:8])[NH:6][CH2:7]1>>[CH3:1][CH:2]1[N:3]([c:10]2[cH:11][cH:12][c:13]([Cl:18])[c:14]([O:16][CH3:17])[cH:15]2)[CH2:4][CH:5]([CH3:8])[NH:6][CH2:7]1. Starting materials: ClC1=C2N=C3C=CC(=CC3=C2NC=2C=CC=CC12)C1=CC=CC=C1 (11-Chloro-7-phenylquindoline), O(S(=O)(=O)C(F)(F)F)C (methyl triflate). The solvent is C1(=CC=CC=C1)C (toluene), C(C)OCC (diethyl ether). Reaction conditions: time 24 hour. Yields the product Cl.ClC1=C2N=C3C=CC(=CC3=C2[NH+](C=2C=CC=CC12)C)C1=CC=CC=C1 (11-Chloro-7-phenyl-5-methylquindolinium Hydrochloride). Isolated yield 279.1%. As a reaction SMILES: [Cl:1][C:2]1[C:18]2[CH:17]=[CH:16][CH:15]=[CH:14][C:13]=2[NH:12][C:11]2[C:3]=1[N:4]=[C:5]1[C:10]=2[CH:9]=[C:8]([C:19]2[CH:24]=[CH:23][CH:22]=[CH:21][CH:20]=2)[CH:7]=[CH:6]1.O(C)S([C:29](F)(F)F)(=O)=O>C1(C)C=CC=CC=1.C(OCC)C>[ClH:1].[Cl:1][C:2]1[C:18]2[CH:17]=[CH:16][CH:15]=[CH:14][C:13]=2[NH+:12]([CH3:29])[C:11]2[C:3]=1[N:4]=[C:5]1[C:10]=2[CH:9]=[C:8]([C:19]2[CH:24]=[CH:23][CH:22]=[CH:21][CH:20]=2)[CH:7]=[CH:6]1 |f:4.5|. Procedure: To a solution of 11-chloro-7-phenylquindoline from Example 96 (0.250 g, 0.760 mmol) in toluene (10 ml, freshly distilled) stirring under nitrogen was added methyl triflate (0.130 mL, 0.114 mmol). The mixture stirred for 2 h at room temperature and was diluted with diethyl ether (40 mL) and filtered. The orange filter cake was placed under high vacuum for 24 h. The orange residue was suspended in chloroform and adsorbed onto neutral alumina. The adsorbent was chromatographed over basic alumina (e... Starting materials: Cl.NCCCC(=O)OC(C)(C)C (tert-butyl 4-aminobutanoate hydrochloride), C([O-])(O)=O.[Na+] (sodium bicarbonate), ClC=1C(=NC=C(C#N)C1)Cl (5,6-dichloronicotinonitrile). The solvent is O1CCOCC1 (dioxane). Run at temperature 50 celsius. Yields the product ClC=1C(=NC=C(C1)C#N)NCCCC(=O)OC(C)(C)C (tert-butyl 4-[(3-chloro-5-cyanopyridin-2-yl)amino]butanoate). As a reaction SMILES: Cl.[NH2:2][CH2:3][CH2:4][CH2:5][C:6]([O:8][C:9]([CH3:12])([CH3:11])[CH3:10])=[O:7].C(=O)(O)[O-].[Na+].[Cl:18][C:19]1[C:20](Cl)=[N:21][CH:22]=[C:23]([CH:26]=1)[C:24]#[N:25]>O1CCOCC1>[Cl:18][C:19]1[C:20]([NH:2][CH2:3][CH2:4][CH2:5][C:6]([O:8][C:9]([CH3:12])([CH3:11])[CH3:10])=[O:7])=[N:21][CH:22]=[C:23]([C:24]#[N:25])[CH:26]=1 |f:0.1,2.3|. Reported procedure: A mixture of tert-butyl 4-aminobutanoate hydrochloride (Bachem F-3755, 8.54 g, 28.9 mmol), sodium bicarbonate (6.0 g, 72.2 mmol) and 5,6-dichloronicotinonitrile (Bionet GC-0755, 5.0 g, 28.9 mmol) was prepared in dioxane under nitrogen, and then heated at 50° C. for 16 hours. The reaction mixture was filtered to remove inorganic solids and filtrate was concentrated under reduced pressure. After purification by flash chromatography (silica, pet ether/EtOAc), the title compound was obtained as a wh... Reported procedure: A mixture of 4-(p-chlorobenzoyl)piperidine hydrochloride (10.5 g.; 0.04 mole), 2-(p-chlorophenyl)-2-(ω-chloropropyl)-1,3-dioxolane (10.5 g.; 0.04 mole) and sodium bicarbonate (13.5 g.; 0.16 mole) of n-butanol was refluxed for twenty hours. The hot mixture was filtered, the filtrate was concentrated at reduced pressure and the residual material was dissolved in a mixture of ethanol and 6N hydrochloric acid. The mixture was stirred 0.5 hour and hydrochloride salt which separated was collected by f... The reactants are hydrochloride salt, Cl.ClC1=CC=C(C(=O)C2CCNCC2)C=C1 (4-(p-chlorobenzoyl)piperidine hydrochloride), 2-(p-chlorophenyl)-2-(ω-chloropropyl)-1,3-dioxolane, C([O-])(O)=O.[Na+] (sodium bicarbonate). Reaction conditions: time 0.5 hour. Solvent: C(CCC)O (n-butanol). Product: Cl.ClC1=CC=C(C(=O)C2CCN(CC2)CCCC(C2=CC=C(C=C2)Cl)=O)C=C1 (4-(p-chlorobenzoyl)-1-[3-(p-chlorobenzoyl)propyl]piperidine Hydrochloride). RXN SMILES: [ClH:1].[Cl:2][C:3]1[CH:16]=[CH:15][C:6]([C:7]([CH:9]2[CH2:14][CH2:13][NH:12][CH2:11][CH2:10]2)=[O:8])=[CH:5][CH:4]=1.[C:17](=[O:20])(O)[O-].[Na+]>C(O)CCC>[ClH:2].[Cl:2][C:3]1[CH:4]=[CH:5][C:6]([C:7]([CH:9]2[CH2:14][CH2:13][N:12]([CH2:7][CH2:9][CH2:10][C:17](=[O:20])[C:3]3[CH:16]=[CH:15][C:6]([Cl:1])=[CH:5][CH:4]=3)[CH2:11][CH2:10]2)=[O:8])=[CH:15][CH:16]=1 |f:0.1,2.3,5.6|. Reactants: FC1=CC=C(C=C1)C1=NN2C(C=CC=C2)=C1C(C(C)C)=NO (1-(2-(4-fluorophenyl)pyrazolo[1,5-a]pyridin-3-yl)-2-methylpropan-1-one oxime), C[Si](C)(C)N=C=O (trimethylsilyl isocyanate), N1=CC=CC=C1 (pyridine). Run in C1CCOC1 (THF). Conditions: time 48 hour. The product is C(N)(=O)ON=C(C(C)C)C=1C(=NN2C1C=CC=C2)C2=CC=C(C=C2)F (1-(2-(4-fluorophenyl)pyrazolo[1,5-a]pyridin-3-yl)-2-methylpropan-1-one O-carbamoyl oxime). The yield is 56.7%. As a reaction SMILES: [F:1][C:2]1[CH:7]=[CH:6][C:5]([C:8]2[C:16]([C:17](=[N:21][OH:22])[CH:18]([CH3:20])[CH3:19])=[C:11]3[CH:12]=[CH:13][CH:14]=[CH:15][N:10]3[N:9]=2)=[CH:4][CH:3]=1.C[Si]([N:27]=[C:28]=[O:29])(C)C.N1C=CC=CC=1>C1COCC1>[C:28]([O:22][N:21]=[C:17]([C:16]1[C:8]([C:5]2[CH:6]=[CH:7][C:2]([F:1])=[CH:3][CH:4]=2)=[N:9][N:10]2[CH:15]=[CH:14][CH:13]=[CH:12][C:11]=12)[CH:18]([CH3:19])[CH3:20])(=[O:29])[NH2:27]. Procedure: To a solution of 742 mg (2.5 mmol) of 1-(2-(4-fluorophenyl)pyrazolo[1,5-a]pyridin-3-yl)-2-methylpropan-1-one oxime in 5 ml of anhydrous THF was added 2 ml of trimethylsilyl isocyanate (85%) dropwise at 0° C. over 30 minutes. The mixture was stirred at room temperature over 48 hours, followed by addition of 50 μl pyridine. After stirring for another 4 hours, the solvent was removed and the residue was purified on an aluminum oxide column with hexane-dichloromethane-ethyl acetate as eluant to yiel... Reactants: BrC=1C=NC=2N(C1)N=C(C2)C(=O)O (6-bromo-pyrazolo[1,5-a]pyrimidine-2-carboxylic acid), [N+](=O)([O-])C1=C2CCNCC2=CC=C1 (5-Nitro-1,2,3,4-tetrahydro-isoquinoline). The product is BrC=1C=NC=2N(C1)N=C(C2)C(=O)N2CC1=CC=CC(=C1CC2)[N+](=O)[O-] ((6-Bromo-pyrazolo[1,5-a]pyrimidin-2-yl)-(5-nitro-3,4-dihydro-1H-isoquinolin-2-yl)-methanone). Reaction SMILES: [Br:1][C:2]1[CH:3]=[N:4][C:5]2[N:6]([N:8]=[C:9]([C:11]([OH:13])=O)[CH:10]=2)[CH:7]=1.[N+:14]([C:17]1[CH:26]=[CH:25][CH:24]=[C:23]2[C:18]=1[CH2:19][CH2:20][NH:21][CH2:22]2)([O-:16])=[O:15]>>[Br:1][C:2]1[CH:3]=[N:4][C:5]2[N:6]([N:8]=[C:9]([C:11]([N:21]3[CH2:20][CH2:19][C:18]4[C:23](=[CH:24][CH:25]=[CH:26][C:17]=4[N+:14]([O-:16])=[O:15])[CH2:22]3)=[O:13])[CH:10]=2)[CH:7]=1. Procedure details: In close analogy to the procedure described in Example 1, 6-bromo-pyrazolo[1,5-a]pyrimidine-2-carboxylic acid is reacted with 5-Nitro-1,2,3,4-tetrahydro-isoquinoline to provide the title compound in moderate yield.